describe an organic reaction: reactants, conditions, products, and yield From a dataset of the Open Reaction Database (ORD), a public repository of structured organic reaction records. The reactants are [BH4-], CO, CCOC(C)=O, [Cl-], O=C1CCc2ccc(-c3ccn4nc(-c5ccc(Cl)cc5)cc4c3)cc21, [NH4+], [Na+], C1CCOC1, O. The product is OC1CCc2ccc(-c3ccn4nc(-c5ccc(Cl)cc5)cc4c3)cc21. RXN SMILES: [BH4-:1].[CH3:29][OH:30].[CH3:38][CH2:39][O:40][C:41](=[O:42])[CH3:43].[Cl-:31].[Cl:3][c:4]1[cH:5][cH:6][c:7](-[c:10]2[n:11][n:12]3[c:13]([cH:14][c:15](-[c:18]4[cH:19][cH:20][c:21]5[c:25]([cH:26]4)[C:24](=[O:27])[CH2:23][CH2:22]5)[cH:16][cH:17]3)[cH:28]2)[cH:8][cH:9]1.[NH4+:32].[Na+:2].[O:33]1[CH2:34][CH2:35][CH2:36][CH2:37]1.[OH2:44]>>[Cl:3][c:4]1[cH:5][cH:6][c:7](-[c:10]2[n:11][n:12]3[c:13]([cH:14][c:15](-[c:18]4[cH:19][cH:20][c:21]5[c:25]([cH:26]4)[CH:24]([OH:27])[CH2:23][CH2:22]5)[cH:16][cH:17]3)[cH:28]2)[cH:8][cH:9]1. Reactants: Cc1ccccc1OCC(=O)Cl, COc1cc2ncnc(Oc3ccc(N)cc3)c2cc1OC, Cc1ccccc1OCC(=O)N=C=S, Cc1ccccc1OCC(=O)O, Cc1ccccc1, CCO, O=S(Cl)Cl. The product is COc1cc2ncnc(Oc3ccc(NC(=S)NC(=O)COc4ccccc4C)cc3)c2cc1OC. Reaction SMILES: [CH3:17][c:18]1[cH:19][cH:20][cH:21][cH:22][c:23]1[O:24][CH2:25][C:26]([Cl:27])=[O:28].[CH3:29][O:30][c:31]1[cH:32][c:33]2[c:34]([O:43][c:44]3[cH:45][cH:46][c:47]([NH2:48])[cH:49][cH:50]3)[n:35][cH:36][n:37][c:38]2[cH:39][c:40]1[O:41][CH3:42].[CH3:51][c:52]1[c:53]([O:54][CH2:55][C:56](=[O:57])[N:58]=[C:59]=[S:60])[cH:61][cH:62][cH:63][cH:64]1.[CH3:5][c:6]1[cH:7][cH:8][cH:9][cH:10][c:11]1[O:12][CH2:13][C:14]([OH:15])=[O:16].[CH3:65][c:66]1[cH:67][cH:68][cH:69][cH:70][cH:71]1.[CH3:72][CH2:73][OH:74].[S:1]([Cl:2])([Cl:3])=[O:4]>>[CH3:29][O:30][c:31]1[cH:32][c:33]2[c:34]([O:43][c:44]3[cH:45][cH:46][c:47]([NH:48][C:59]([NH:58][C:56]([CH2:55][O:54][c:53]4[c:52]([CH3:51])[cH:64][cH:63][cH:62][cH:61]4)=[O:57])=[S:60])[cH:49][cH:50]3)[n:35][cH:36][n:37][c:38]2[cH:39][c:40]1[O:41][CH3:42]. Starting materials: C1[C@@H]([C@H]([C@@H]([C@H]([C@@H]1NC(=O)[C@H](CCN)O)O[C@@H]2[C@@H]([C@H]([C@@H]([C@H](O2)CO)O)N)O)O)O[C@@H]3[C@@H]([C@H]([C@@H]([C@H](O3)CN)O)O)O)N.OS(=O)(=O)O (Amikacin sulfate), [OH-].[Na+] (NaOH), CCCCCCCCCCCCCCCC(=O)OC[C@H](COP(=O)([O-])OCC[N+](C)(C)C)OC(=O)CCCCCCCCCCCCCCC (DPPC), CC(C)CCC[C@@H](C)[C@H]1CC[C@H]2[C@@H]3CC=C4C[C@@H](O)CC[C@]4(C)[C@H]3CC[C@]12C (cholesterol). Solvent: O (water), C(C)O (ethanol), O (water). Yields the product C1[C@@H]([C@H]([C@@H]([C@H]([C@@H]1NC(=O)[C@H](CCN)O)O[C@@H]2[C@@H]([C@H]([C@@H]([C@H](O2)CO)O)N)O)O)O[C@@H]3[C@@H]([C@H]([C@@H]([C@H](O3)CN)O)O)O)N (amikacin), 300. RXN SMILES: [CH2:1]1[C@@H:6]([NH:7][C:8]([C@@H:10]([OH:14])[CH2:11][CH2:12][NH2:13])=[O:9])[C@H:5]([O:15][C@H:16]2[O:21][C@H:20]([CH2:22][OH:23])[C@@H:19]([OH:24])[C@H:18]([NH2:25])[C@H:17]2[OH:26])[C@@H:4]([OH:27])[C@H:3]([O:28][C@H:29]2[O:34][C@H:33]([CH2:35][NH2:36])[C@@H:32]([OH:37])[C@H:31]([OH:38])[C@H:30]2[OH:39])[C@H:2]1[NH2:40].OS(O)(=O)=O.[OH-].[Na+].CCCCCCCCCCCCCCCC(OC[C@@H](OC(CCCCCCCCCCCCCCC)=O)COP(OCC[N+](C)(C)C)([O-])=O)=O.CC(CCC[C@H]([C@@H]1[C@]2(C)[C@H]([C@H]3[C@H](CC2)[C@]2(C)C(C[C@H](CC2)O)=CC3)CC1)C)C>O.C(O)C>[CH2:1]1[C@@H:6]([NH:7][C:8]([C@@H:10]([OH:14])[CH2:11][CH2:12][NH2:13])=[O:9])[C@H:5]([O:15][C@H:16]2[O:21][C@H:20]([CH2:22][OH:23])[C@@H:19]([OH:24])[C@H:18]([NH2:25])[C@H:17]2[OH:26])[C@@H:4]([OH:27])[C@H:3]([O:28][C@H:29]2[O:34][C@H:33]([CH2:35][NH2:36])[C@@H:32]([OH:37])[C@H:31]([OH:38])[C@H:30]2[OH:39])[C@H:2]1[NH2:40] |f:0.1,2.3|. Procedure: Amikacin sulfate 12.0 g was dissolved in 200 mL water and pH was adjusted to 6.5 by adding necessary amounts of 25% NaOH solution. Lipids, 1.480 g DPPC and 0.520 g cholesterol, were dissolved in a mixture of 60 mL ethanol and 10 mL water. These amounts result in a 300 mL batch after infusion at a lipid/amikacin flow rate of 300/500 mL/min, respectively. Volumes can be proportionally adjusted for larger scale or if different flow rates are desired. Reactants: C[C@H]1[C@H]([C@H](C[C@@H](O1)O[C@H]2C[C@@](CC3=C(C4=C(C(=C23)O)C(=O)C5=C(C4=O)C=CC=C5OC)O)(C(=O)C)O)N)O.Cl (daunomycin hydrochloride), C1(=CC=CC=C1)C1=CC=C(C(=O)NN)C=C1 (4-phenylbenzhydrazide). Solvent: CO (methanol). Yields the product C[C@H]1[C@H]([C@H](C[C@@H](O1)O[C@H]2C[C@@](CC3=C(C4=C(C(=C23)O)C(=O)C5=C(C4=O)C=CC=C5OC)O)(C(=O)C)O)N)O (Daunomycin). The yield is 111.3%. As a reaction SMILES: [CH3:1][C@@H:2]1[O:7][C@@H:6]([O:8][C@@H:9]2[C:18]3[C:13](=[C:14]([OH:32])[C:15]4[C:24](=[O:25])[C:23]5[CH:26]=[CH:27][CH:28]=[C:29]([O:30][CH3:31])[C:22]=5[C:20](=[O:21])[C:16]=4[C:17]=3[OH:19])[CH2:12][C@@:11]([OH:36])([C:33]([CH3:35])=[O:34])[CH2:10]2)[CH2:5][C@H:4]([NH2:37])[C@@H:3]1[OH:38].Cl.C1(C2C=CC(C(NN)=O)=CC=2)C=CC=CC=1>CO>[CH3:1][C@@H:2]1[O:7][C@@H:6]([O:8][C@@H:9]2[C:18]3[C:13](=[C:14]([OH:32])[C:15]4[C:24](=[O:25])[C:23]5[CH:26]=[CH:27][CH:28]=[C:29]([O:30][CH3:31])[C:22]=5[C:20](=[O:21])[C:16]=4[C:17]=3[OH:19])[CH2:12][C@@:11]([OH:36])([C:33]([CH3:35])=[O:34])[CH2:10]2)[CH2:5][C@H:4]([NH2:37])[C@@H:3]1[OH:38] |f:0.1|. Reported procedure: A solution of 1.13 g (2.0 mmole) of daunomycin hydrochloride and 0.85 g (4.0 mmole) of 4-phenylbenzhydrazide in 75 ml of methanol was stirred at room temperature in the dark for 4 days. After concentrating to about 10 ml, the reaction mixture was stirred and slowly diluted with 100 ml of acetonitrile. The resulting precipitate was collected and washed with 3 × 5 ml of acetonitrile to afford 1.174 g of the hydrazone (I) with a small amount of 4-phenylbenzhydrazide. The mother liquors were evapora...